Dataset: the Open Reaction Database (ORD), a public repository of structured organic reaction records. Task: describe an organic reaction: reactants, conditions, products, and yield The reactants are CN(C)C=O.O (DMF water), BrC1=CN(C2=CC(=CC=C12)N1CCN(CC1)C(=O)OC(C)(C)C)C1=CC=NC=C1 (tert-butyl 4-(3-bromo-1-(pyridin-4-yl)-1H-indol-6-yl)piperazine-1-carboxylate), C([O-])([O-])=O.[K+].[K+] (potassium carbonate), COC1=CC=C(C=C1)B(O)O (4-methoxyphenylboronic acid), Pd(dppf) Cl2. The solvent is O (water), C(C)(=O)OCC (ethyl acetate). Reaction conditions: time 14 hour. Yields the product COC1=CC=C(C=C1)C1=CN(C2=CC(=CC=C12)N1CCN(CC1)C(=O)OC(C)(C)C)C1=CC=NC=C1 (tert-butyl 4-(3-(4-methoxyphenyl)-1-(pyridin-4-yl)-1H-indol-6-yl)piperazine-1-carboxylate). Isolated yield 100.6%. Reaction SMILES: CN(C=O)C.O.Br[C:8]1[C:16]2[C:11](=[CH:12][C:13]([N:17]3[CH2:22][CH2:21][N:20]([C:23]([O:25][C:26]([CH3:29])([CH3:28])[CH3:27])=[O:24])[CH2:19][CH2:18]3)=[CH:14][CH:15]=2)[N:10]([C:30]2[CH:35]=[CH:34][N:33]=[CH:32][CH:31]=2)[CH:9]=1.C(=O)([O-])[O-].[K+].[K+].[CH3:42][O:43][C:44]1[CH:49]=[CH:48][C:47](B(O)O)=[CH:46][CH:45]=1>O.C(OCC)(=O)C>[CH3:42][O:43][C:44]1[CH:49]=[CH:48][C:47]([C:8]2[C:16]3[C:11](=[CH:12][C:13]([N:17]4[CH2:22][CH2:21][N:20]([C:23]([O:25][C:26]([CH3:29])([CH3:28])[CH3:27])=[O:24])[CH2:19][CH2:18]4)=[CH:14][CH:15]=3)[N:10]([C:30]3[CH:35]=[CH:34][N:33]=[CH:32][CH:31]=3)[CH:9]=2)=[CH:46][CH:45]=1 |f:0.1,3.4.5|. Reported procedure: DMF/water (4:1, 2 mL) was added to a mixture of tert-butyl 4-(3-bromo-1-(pyridin-4-yl)-1H-indol-6-yl)piperazine-1-carboxylate (29 mg, 0.0636 mmol), potassium carbonate (18 mg, 0.13 mmol) and 4-methoxyphenylboronic acid (11 mg, 0.070 mmol) and the dissolved gas was removed. After adding Pd(dppf) Cl2 (10.4 mg, 0.013 mmol), the mixture was stirred at room temperature for 14 hours. After adding ethyl acetate and water, the mixture was filtered using a diatomite pad. After separation of the organic l... Starting materials: C1(=CC=CC=C1)C (toluene), COC1=C(C=C2C(=CC(NC2=C1)=O)C(F)(F)F)N (7-methoxy-6-amino-4-trifluoromethyl-2-(1H)-quinolone), C1(=CC=CC=C1)C.CC(=O)C (toluene acetone), C(C)(=O)OC(C)=O (acetic acid anhydride). Run in C(C)(=O)O (acetic acid). Product: COC1=C(C=C2C(=CC(NC2=C1)=O)C(F)(F)F)NC(C)=O (7-Methoxy-6-acetylamino-4-trifluoromethyl-2-(1H)-quinolone). RXN SMILES: [CH3:1][O:2][C:3]1[CH:12]=[C:11]2[C:6]([C:7]([C:14]([F:17])([F:16])[F:15])=[CH:8][C:9](=[O:13])[NH:10]2)=[CH:5][C:4]=1[NH2:18].[C:19](OC(=O)C)(=[O:21])[CH3:20].C1(C)C=CC=CC=1.CC(C)=O.C1(C)C=CC=CC=1>C(O)(=O)C>[CH3:1][O:2][C:3]1[CH:12]=[C:11]2[C:6]([C:7]([C:14]([F:15])([F:16])[F:17])=[CH:8][C:9](=[O:13])[NH:10]2)=[CH:5][C:4]=1[NH:18][C:19](=[O:21])[CH3:20] |f:2.3|. Procedure: 27,85 mg of 7-methoxy-6-amino-4-trifluoromethyl-2-(1H)-quinolone are dissolved in 0,5 ml of glacial acetic acid, mixed with 0.15 ml acetic acid anhydride and made to react for 2 hours at 20° C. After subtracting the solvent, the remainder is cleaned with Flash chromatography (silica gel, toluene/acetone 1:1). Yield: 30.7 mg (99%). Melting point 280° C. (toluene, dec), UV λ max 368 nm, emission max 448 nm, IR 1680 (CO). Starting materials: C1(=CC=CC=C1)[SH+]C1=CC=CC=C1 (diphenylsulfonium), COC1=C(C=O)C=C(C=C1)OC (2,5-dimethoxybenzaldehyde), ether-water. Run in O1CCCC1 (tetrahydrofuran). Run at temperature -78 celsius, time 3 hour. Product: COC1=C(C2C(C)O2)C=C(C=C1)OC (2,5-Dimethoxy-β-methylstyrene oxide). RXN SMILES: [C:1]1([SH+]C2C=CC=CC=2)C=CC=C[CH:2]=1.[CH3:14][O:15][C:16]1[CH:23]=[CH:22][C:21]([O:24][CH3:25])=[CH:20][C:17]=1[CH:18]=[O:19]>O1CCCC1>[CH3:14][O:15][C:16]1[CH:23]=[CH:22][C:21]([O:24][CH3:25])=[CH:20][C:17]=1[CH:18]1[O:19][CH:1]1[CH3:2]. Reported procedure: To a -78° C. solution of diphenylsulfonium ethylide (1.0 mole) in tetrahydrofuran (one liter) is slowly added 2,5-dimethoxybenzaldehyde (1.0 mole). The reaction mixture is stirred at -78° C. for 3 hours and then allowed to warm to room temperature. It is then added to ether-water and the ether phase separated. The ether phase is washed with water, dried (MgSO4) and evaporated. Fractional distillation of the residue gives the title product. Isolated yield 64.4%. The solvent is O (water), COCCOC (DME). Product: COC1=C(C=C(C=C1)NC(=O)C=1SC(=CC1)C1=CC=NC=C1)N1CCN(CC1)C (N-[4-methoxy-3-(4-methyl-1-piperazinyl)phenyl]-5-(4-pyridyl)thiophene-2-carboxamide). As a reaction SMILES: Br[C:2]1[S:6][C:5]([C:7]([NH:9][C:10]2[CH:15]=[CH:14][C:13]([O:16][CH3:17])=[C:12]([N:18]3[CH2:23][CH2:22][N:21]([CH3:24])[CH2:20][CH2:19]3)[CH:11]=2)=[O:8])=[CH:4][CH:3]=1.[N:25]1[CH:30]=[CH:29][C:28](B(O)O)=[CH:27][CH:26]=1.C(=O)([O-])[O-].[Na+].[Na+]>O.COCCOC.C1C=CC([P]([Pd]([P](C2C=CC=CC=2)(C2C=CC=CC=2)C2C=CC=CC=2)([P](C2C=CC=CC=2)(C2C=CC=CC=2)C2C=CC=CC=2)[P](C2C=CC=CC=2)(C2C=CC=CC=2)C2C=CC=CC=2)(C2C=CC=CC=2)C2C=CC=CC=2)=CC=1>[CH3:17][O:16][C:13]1[CH:14]=[CH:15][C:10]([NH:9][C:7]([C:5]2[S:6][C:2]([C:28]3[CH:29]=[CH:30][N:25]=[CH:26][CH:27]=3)=[CH:3][CH:4]=2)=[O:8])=[CH:11][C:12]=1[N:18]1[CH2:23][CH2:22][N:21]([CH3:24])[CH2:20][CH2:19]1 |f:2.3.4,^1:50,52,71,90|. Starting materials: BrC1=CC=C(S1)C(=O)NC1=CC(=C(C=C1)OC)N1CCN(CC1)C (5-bromo-N-[4-methoxy-3-(4-methyl-1-piperazinyl)phenyl]thiophene-2-carboxamide), N1=CC=C(C=C1)B(O)O (4-pyridylboronic acid), C([O-])([O-])=O.[Na+].[Na+] (sodium carbonate), C(=O)([O-])[O-].[Na+].[Na+] (Na2CO3). Reagents/catalysts: C=1C=CC(=CC1)[P](C=2C=CC=CC2)(C=3C=CC=CC3)[Pd]([P](C=4C=CC=CC4)(C=5C=CC=CC5)C=6C=CC=CC6)([P](C=7C=CC=CC7)(C=8C=CC=CC8)C=9C=CC=CC9)[P](C=1C=CC=CC1)(C=1C=CC=CC1)C=1C=CC=CC1 (tetrakis(triphenylphosphine)palladium(0)). Reported procedure: 5-bromo-N-[4-methoxy-3-(4-methyl-1-piperazinyl)phenyl]thiophene-2-carboxamide (0.31 g;0.76 mmol) was stirred with 4-pyridylboronic acid (0.093 g;0.76 mmol), tetrakis(triphenylphosphine)palladium(0) (0.045 g;5 mol %) and anhydrous sodium carbonate (0.089 g;0.84 mmol) in water (14 ml) and DME (14 ml) and the whole heated at reflux under Ar (18 hours). The reaction mixture was poured into 10% Na2CO3 (aq) (30 ml) and extracted into CHCl3. The organic extracts were combined, dried over Na2 SO4, filte... Starting materials: [OH-].[Na+] (sodium hydroxide), [OH-].[Na+] (sodium hydroxide), ClC=1C=C(C=CC1)O (3-chlorophenol), FC1=C(C=C(C=C1)[N+](=O)[O-])OC (1-fluoro-2-methoxy-4-nitrobenzene), C([O-])([O-])=O.[K+].[K+] (potassium carbonate). Run in O (water), [Cl-].[Na+].O (brine), C(C)(=O)OCC (ethyl acetate), C(C)#N (acetonitrile). Run at temperature 95 celsius. Yields the product ClC=1C=C(OC2=C(C=C(C=C2)[N+](=O)[O-])OC)C=CC1 (1-(3-chlorophenoxy)-2-methoxy-4-nitrobenzene). The yield is 91.8%. As a reaction SMILES: [Cl:1][C:2]1[CH:3]=[C:4]([OH:8])[CH:5]=[CH:6][CH:7]=1.F[C:10]1[CH:15]=[CH:14][C:13]([N+:16]([O-:18])=[O:17])=[CH:12][C:11]=1[O:19][CH3:20].C(=O)([O-])[O-].[K+].[K+].[OH-].[Na+]>O.[Cl-].[Na+].O.C(OCC)(=O)C.C(#N)C>[Cl:1][C:2]1[CH:3]=[C:4]([CH:5]=[CH:6][CH:7]=1)[O:8][C:10]1[CH:15]=[CH:14][C:13]([N+:16]([O-:18])=[O:17])=[CH:12][C:11]=1[O:19][CH3:20] |f:2.3.4,5.6,8.9.10|. Procedure: In a 250 mL round-bottom flask was added 3-chlorophenol (4.13 g, 32.1 mmol), 1-fluoro-2-methoxy-4-nitrobenzene (5.00 g, 29.2 mmol), potassium carbonate (6.06 g, 43.8 mmol) and acetonitrile (25 mL). The reaction was heated to 95° C. for 48 hours. The reaction was cooled to room temperature and was purified by column chromatography on silica gel (hexane/ethyl acetate=3:1). The reaction was poured into sodium hydroxide (2 mol) and extracted with ethyl acetate. The ethyl acetate layers were washed w... The reactants are C(C)N1[C@@H](CCC1)CNC(C1=C(C(=CC=C1OCC1=CC=CC=C1)OCC1=CC=CC=C1)OC)=O ((S)-(-)-N-[(1-ethyl-2-pyrrolidinyl)methyl]-3,6-dibenzyloxy-2-methoxybenzamide), Cl (HCl), [H][H] (hydrogen). The reagents and catalysts are [Pd] (Pd/C). Solvent: CCOCC (ether), C(C)O (ethanol). Product: C(C)N1[C@@H](CCC1)CNC(C1=C(C(=CC=C1O)O)OC)=O ((S)-(-)-N-[(1-Ethyl-2-pyrrolidinyl)methyl]-3,6-dihydroxy-2-methoxybenzamide). Isolated yield 113.2%. RXN SMILES: [CH2:1]([N:3]1[CH2:7][CH2:6][CH2:5][C@H:4]1[CH2:8][NH:9][C:10](=[O:35])[C:11]1[C:16]([O:17]CC2C=CC=CC=2)=[CH:15][CH:14]=[C:13]([O:25]CC2C=CC=CC=2)[C:12]=1[O:33][CH3:34])[CH3:2].Cl.[H][H]>CCOCC.C(O)C.[Pd]>[CH2:1]([N:3]1[CH2:7][CH2:6][CH2:5][C@H:4]1[CH2:8][NH:9][C:10](=[O:35])[C:11]1[C:16]([OH:17])=[CH:15][CH:14]=[C:13]([OH:25])[C:12]=1[O:33][CH3:34])[CH3:2]. Reported procedure: A mixture of (S)-(-)-N-[(1-ethyl-2-pyrrolidinyl)methyl]-3,6-dibenzyloxy-2-methoxybenzamide (130 mg, 0.27 mmol), 5% Pd/C (50 mg), 0.5 ml 4 M HCl in ether and 5 ml ethanol was shaken in a hydrogen atmosphere for 1 h. Filtration and evaporation of the solvent gave 90 mg pure title compound as an oily hydrochloride. Reactants: COC(=O)C1=C(NC(=C(C1C1=CC(=CC=C1)[N+](=O)[O-])C(=O)O)C)C (4-(3-nitrophenyl)-2,6-dimethyl-1,4-dihydropyridine-3,5dicarboxylic acid 3-methyl ester), C(C=CC=CC)O (2,4-hexadien-1-ol), C1(CCCCC1)N=C=NC1CCCCC1 (dicyclohexylcarbodiimide). Reagents/catalysts: CN(C1=CC=NC=C1)C (4-dimethylaminopyridine). Run in ClC(C)Cl (dichloroethane). Yields the product [N+](=O)([O-])C=1C=C(C=CC1)C1C(=C(NC(=C1C(=O)OCC=CC=CC)C)C)C(=O)OC (methyl 2,4-hexadienyl 4-(3-nitrophenyl)-2,6-dimethyl-1,4-dihydropyridine-3,5-dicarboxylate). The yield is 89.1%. As a reaction SMILES: [CH3:1][O:2][C:3]([C:5]1[CH:10]([C:11]2[CH:16]=[CH:15][CH:14]=[C:13]([N+:17]([O-:19])=[O:18])[CH:12]=2)[C:9]([C:20]([OH:22])=[O:21])=[C:8]([CH3:23])[NH:7][C:6]=1[CH3:24])=[O:4].[CH2:25](O)[CH:26]=[CH:27][CH:28]=[CH:29]C.[CH:32]1(N=C=NC2CCCCC2)CCCCC1>CN(C)C1C=CN=CC=1.ClC(Cl)C>[N+:17]([C:13]1[CH:12]=[C:11]([CH:10]2[C:5]([C:3]([O:2][CH2:1][CH:25]=[CH:26][CH:27]=[CH:28][CH3:29])=[O:4])=[C:6]([CH3:24])[NH:7][C:8]([CH3:23])=[C:9]2[C:20]([O:22][CH3:32])=[O:21])[CH:16]=[CH:15][CH:14]=1)([O-:19])=[O:18]. Procedure: 664 mg (2 mM) of 4-(3-nitrophenyl)-2,6-dimethyl-1,4-dihydropyridine-3,5dicarboxylic acid 3-methyl ester, 206 mg (2.1 mM) of 2,4-hexadien-1-ol, 433 mg (2.1 mM) of dicyclohexylcarbodiimide and 257 mg (2.1 mM) of 4-dimethylaminopyridine were dissolved in 20 ml of dichloroethane, and refluxed for 2 hours. Insoluble matters were filtered off, and the solvent was evaporated under reduced pressure. The residue was purified by silica gel chromatography, and 734 mg of methyl 2,4-hexadienyl 4-(3-nitrophen... The reactants are C([O-])([O-])=O.[K+].[K+] (potassium carbonate), FCCOC1CCS(C2=C(C=C(C(=C12)Cl)C(=O)C=1C=NN(C1O)CC)F)(=O)=O (4-(2-fluoroethoxy)-5-chloro-6-(1-ethyl-5-hydroxypyrazol-4-yl)carbonyl-8-fluorothiochroman-1,1-dioxide), N1N=CC=C1 (pyrazole), C(CC)S(=O)(=O)Cl (n-propanesulfonyl chloride), ( IV ). The reagents and catalysts are [Cl-].C(C1=CC=CC=C1)[N+](CC)(CC)CC (benzyltriethylammonium chloride). The solvent is O (water), ClCCl (dichloromethane), O (water), ClCCl (dichloromethane). Product: FCCOC1CCS(C2=C(C=C(C(=C12)Cl)C(=O)C=1C=NN(C1OS(=O)(=O)CCC)CC)F)(=O)=O (4-(2-fluoroethoxy)-5-chloro-6-(1-ethyl-5-n-propanesulfonyloxypyrazol-4-yl)carbonyl-8-fluorothiochroman-1,1-dioxide). Yield: 60.0%. RXN SMILES: [F:1][CH2:2][CH2:3][O:4][CH:5]1[C:14]2[C:9](=[C:10]([F:26])[CH:11]=[C:12]([C:16]([C:18]3[CH:19]=[N:20][N:21]([CH2:24][CH3:25])[C:22]=3[OH:23])=[O:17])[C:13]=2[Cl:15])[S:8](=[O:28])(=[O:27])[CH2:7][CH2:6]1.N1C=CC=N1.C(=O)([O-])[O-].[K+].[K+].[CH2:40]([S:43](Cl)(=[O:45])=[O:44])[CH2:41][CH3:42]>ClCCl.O.[Cl-].C([N+](CC)(CC)CC)C1C=CC=CC=1>[F:1][CH2:2][CH2:3][O:4][CH:5]1[C:14]2[C:9](=[C:10]([F:26])[CH:11]=[C:12]([C:16]([C:18]3[CH:19]=[N:20][N:21]([CH2:24][CH3:25])[C:22]=3[O:23][S:43]([CH2:40][CH2:41][CH3:42])(=[O:45])=[O:44])=[O:17])[C:13]=2[Cl:15])[S:8](=[O:27])(=[O:28])[CH2:7][CH2:6]1 |f:2.3.4,8.9|. Procedure: 0.69 Gram (1.6 mmol) of the 4-(2-fluoroethoxy)-5-chloro-6-(1-ethyl-5-hydroxypyrazol-4-yl)carbonyl-8-fluorothiochroman-1,1-dioxide (corresponding to pyrazole derivative of the formula (Ia)) obtained in Preparation Example 9 was dissolved in 5 ml of dichloromethane, and a solution of 0.26 g (1.9 mmol) of potassium carbonate as a base in 2 ml of water was added. To this mixture was added 0.21 ml (1.9 mmol) of n-propanesulfonyl chloride (corresponding to compound of the formula (IV)) as a reaction r...